From a dataset of the Open Reaction Database (ORD), a public repository of structured organic reaction records. describe an organic reaction: reactants, conditions, products, and yield Reaction SMILES: Cl.Cl.[NH2:3][C@@H:4]1[CH2:8][CH2:7][N:6]([CH2:9][C:10]2[CH:15]=[CH:14][C:13]([Cl:16])=[CH:12][CH:11]=2)[CH2:5]1.[OH-].[Na+]>C(OCC)(=O)C>[NH2:3][C@@H:4]1[CH2:8][CH2:7][N:6]([CH2:9][C:10]2[CH:15]=[CH:14][C:13]([Cl:16])=[CH:12][CH:11]=2)[CH2:5]1 |f:0.1.2,3.4|. Isolated yield 99.4%. Procedure: A mixture of (R)-3-amino-1-(4-chlorobenzyl)pyrrolidine dihydrochloride (4.54 g, 16.0 mmol) with a 2 M solution (80 mL) of NaOH and ethyl acetate (80 mL) was stirred, and the organic layer was separated to extract the aqueous layer with ethyl acetate (80 mL×2). The organic layers were combined, dried over anhydrous sodium sulfate, then filtered and concentrated to thereby afford free (R)-3-amino-1-(4-chlorobenzyl)pyrrolidine (3.35 g, 99%). Yields the product N[C@H]1CN(CC1)CC1=CC=C(C=C1)Cl ((R)-3-amino-1-(4-chlorobenzyl)pyrrolidine). Solvent: C(C)(=O)OCC (ethyl acetate). Starting materials: Cl.Cl.N[C@H]1CN(CC1)CC1=CC=C(C=C1)Cl ((R)-3-amino-1-(4-chlorobenzyl)pyrrolidine dihydrochloride), solution, [OH-].[Na+] (NaOH).